From a dataset of the Open Reaction Database (ORD), a public repository of structured organic reaction records. describe an organic reaction: reactants, conditions, products, and yield Starting materials: resultant mixture, C(C)(=O)O[BH-](OC(C)=O)OC(C)=O.[Na+] (Sodium triacetoxyborohydride), ClC1=C(C=C(C=C1)NC(CC1=CC=C(C=C1)OC1=NC=NC2=CC(=C(C=C12)OC)OC)=O)C=O (N-(4-chloro-3-formylphenyl)-2-[4-(6,7-dimethoxyquinazolin-4-oxy)phenyl]acetamide), C(C)(C)N (isopropylamine), C(OC)(OC)OC (trimethyl orthoformate). Solvent: C(Cl)Cl (methylene chloride), CO (methanol). Product: ClC1=C(C=C(C=C1)NC(CC1=CC=C(C=C1)OC1=NC=NC2=CC(=C(C=C12)OC)OC)=O)CNC(C)C (N-(4-chloro-3-isopropylaminomethylphenyl)-2-[4-(6,7-dimethoxyquinazolin-4-yloxy)phenyl]acetamide). Yield: 35.5%. RXN SMILES: C(O[BH-](OC(=O)C)OC(=O)C)(=O)C.[Na+].[Cl:15][C:16]1[CH:21]=[CH:20][C:19]([NH:22][C:23](=[O:46])[CH2:24][C:25]2[CH:30]=[CH:29][C:28]([O:31][C:32]3[C:41]4[C:36](=[CH:37][C:38]([O:44][CH3:45])=[C:39]([O:42][CH3:43])[CH:40]=4)[N:35]=[CH:34][N:33]=3)=[CH:27][CH:26]=2)=[CH:18][C:17]=1[CH:47]=O.[CH:49]([NH2:52])([CH3:51])[CH3:50].C(OC)(OC)OC>C(Cl)Cl.CO>[Cl:15][C:16]1[CH:21]=[CH:20][C:19]([NH:22][C:23](=[O:46])[CH2:24][C:25]2[CH:30]=[CH:29][C:28]([O:31][C:32]3[C:41]4[C:36](=[CH:37][C:38]([O:44][CH3:45])=[C:39]([O:42][CH3:43])[CH:40]=4)[N:35]=[CH:34][N:33]=3)=[CH:27][CH:26]=2)=[CH:18][C:17]=1[CH2:47][NH:52][CH:49]([CH3:51])[CH3:50] |f:0.1|. Reported procedure: Sodium triacetoxyborohydride (0.072 g) was added portionwise to a stirred mixture of N-(4-chloro-3-formylphenyl)-2-[4-(6,7-dimethoxyquinazolin-4-oxy)phenyl]acetamide (0.08 g), isopropylamine (0.021 g), trimethyl orthoformate (0.2 ml), methanol (0.2 ml) and methylene chloride (0.6 ml) and the resultant mixture was stirred at ambient temperature for 12 hours. The mixture was evaporated and the residue was purified by preparative HPLC using a Waters ‘β Basic Hypersil’ reversed-phase column (5 micro... The reactants are COC(C[C@@H]1COC2=C1C=CC(=C2)O[C@@H]2CCC1=C(C=CC(=C21)F)O)=O ({(S)-6-[(R)-7-fluoro-4-hydroxy-indan-1-yloxy]-2,3-dihydro-benzofuran-3-yl}-acetic acid methyl ester), FC1=NC=CN=C1 (2-fluoro-pyrazine), Intermediate 12. Procedure: The title compound is prepared from {(S)-6-[(R)-7-fluoro-4-hydroxy-indan-1-yloxy]-2,3-dihydro-benzofuran-3-yl}-acetic acid methyl ester and 2-fluoro-pyrazine following a procedure analogous to that described for Intermediate 12. LC (method 2): tR=1.11 min; Mass spectrum (ESI+): m/z=437 [M+H]+. Yields the product COC(C[C@@H]1COC2=C1C=CC(=C2)O[C@@H]2CCC1=C(C=CC(=C21)F)OC2=NC=CN=C2)=O ({(S)-6-[(R)-7-Fluoro-4-pyrazin-2-yloxy-indan-1-yloxy]-2,3-dihydro-benzofuran-3-yl}-acetic acid methyl ester). RXN SMILES: [CH3:1][O:2][C:3](=[O:26])[CH2:4][C@H:5]1[C:9]2[CH:10]=[CH:11][C:12]([O:14][C@H:15]3[C:23]4[C:18](=[C:19]([OH:25])[CH:20]=[CH:21][C:22]=4[F:24])[CH2:17][CH2:16]3)=[CH:13][C:8]=2[O:7][CH2:6]1.F[C:28]1[CH:33]=[N:32][CH:31]=[CH:30][N:29]=1>>[CH3:1][O:2][C:3](=[O:26])[CH2:4][C@H:5]1[C:9]2[CH:10]=[CH:11][C:12]([O:14][C@H:15]3[C:23]4[C:18](=[C:19]([O:25][C:28]5[CH:33]=[N:32][CH:31]=[CH:30][N:29]=5)[CH:20]=[CH:21][C:22]=4[F:24])[CH2:17][CH2:16]3)=[CH:13][C:8]=2[O:7][CH2:6]1. The reactants are CON=C/C(=C/[C@H]1C([C@@H]1C(=O)O)(C)C)/C ((1R)-trans-3-[(E)-3-methoxyimino-2-methyl-1-propenyl]-2,2-dimethylcyclopropanecarboxylic acid), O1CCCC1 (tetrahydrofuran), Cl.C(C)N=C=NCCCN(C)C (1-ethyl-3-(3-dimethylaminopropyl) carbodiimide hydrochloride), [Cl-].[Na+].O (brine). The reagents and catalysts are CN(C1=CC=NC=C1)C (4-dimethylaminopyridine). Reaction conditions: time 8 hour. The product is CON=C/C(=C/[C@H]1C([C@@H]1C(=O)OCN1C(N(CC1=O)CC#C)=O)(C)C)/C (2,5-dioxo-3-(2-propynyl)imidazolidin-1-ylmethyl (1R)-trans-3-[(E)-3-methoxyimino-2-methyl-1-propenyl]-2,2-dimethylcyclopropanecarboxylate). RXN SMILES: [CH3:1][O:2][N:3]=[CH:4]/[C:5](/[CH3:15])=[CH:6]/[C@@H:7]1[C@@H:9]([C:10]([OH:12])=[O:11])[C:8]1([CH3:14])[CH3:13].[O:16]1[CH2:20][CH2:19]CC1.Cl.[CH2:22]([N:24]=[C:25]=[N:26][CH2:27][CH2:28][CH2:29]N(C)C)C.[Cl-].[Na+].[OH2:35]>CN(C)C1C=CN=CC=1>[CH3:1][O:2][N:3]=[CH:4]/[C:5](/[CH3:15])=[CH:6]/[C@@H:7]1[C@@H:9]([C:10]([O:12][CH2:22][N:24]2[C:20](=[O:16])[CH2:19][N:26]([CH2:27][C:28]#[CH:29])[C:25]2=[O:35])=[O:11])[C:8]1([CH3:14])[CH3:13] |f:2.3,4.5.6|. Reported procedure: 0.32 g of (1R)-trans-3-[(E)-3-methoxyimino-2-methyl-1-propenyl]-2,2-dimethylcyclopropanecarboxylic acid, catalytic amount of 4-dimethylaminopyridine and 5 ml of anhydrous tetrahydrofuran was added 0.30 g of 1-ethyl-3-(3-dimethylaminopropyl) carbodiimide hydrochloride and the mixture was stirred at room temperature overnight. Thereafter, saturated brine was added to the reaction mixture, and the mixture was extracted with ethyl acetate. The organic layer was washed with saturated brine, and dried... The reactants are CC(=O)N1CCC(=O)CC1, CC(=O)c1cc(-c2cccc(C#N)c2)ccc1O, C1CCNC1, CO. Yields the product CC(=O)N1CCC2(CC1)CC(=O)c1cc(-c3cccc(C#N)c3)ccc1O2. RXN SMILES: [C:19]([CH3:20])(=[O:21])[N:22]1[CH2:23][CH2:24][C:25](=[O:28])[CH2:26][CH2:27]1.[C:1]([CH3:2])(=[O:3])[c:4]1[cH:5][c:6](-[c:11]2[cH:12][c:13]([C:17]#[N:18])[cH:14][cH:15][cH:16]2)[cH:7][cH:8][c:9]1[OH:10].[CH2:29]1[CH2:30][NH:31][CH2:32][CH2:33]1.[CH3:34][OH:35]>>[C:1]1(=[O:3])[CH2:2][C:25]2([O:10][c:9]3[c:4]1[cH:5][c:6](-[c:11]1[cH:12][c:13]([C:17]#[N:18])[cH:14][cH:15][cH:16]1)[cH:7][cH:8]3)[CH2:24][CH2:23][N:22]([C:19]([CH3:20])=[O:21])[CH2:27][CH2:26]2. The reactants are C(C)(C)(C)OC(=O)N1CCC(CC1)OC1=NC=C(C=C1)N1C(C2=C(CC1)C=C(S2)C2=CC=C(C=C2)Cl)=O (4-{5-[2-(4-chloro-phenyl)-7-oxo-4,7-dihydro-5H-thieno[2,3-c]pyridin-6-yl]-pyridin-2-yloxy}-piperidine-1-carboxylic acid tert-butyl ester), CO (MeOH), Cl (HCl), O1CCOCC1 (dioxane). Solvent: ClCCl (dichloromethane). Reaction conditions: time 8 hour. Yields the product Cl.ClC1=CC=C(C=C1)C1=CC2=C(C(N(CC2)C=2C=NC(=CC2)OC2CCNCC2)=O)S1 (2-(4-Chloro-phenyl)-6-[6-(piperidin-4-yloxy)-pyridin-3-yl]-5,6-dihydro-4H-thieno[2,3-c]pyridin-7-one, hydrochloride). As a reaction SMILES: C(OC([N:8]1[CH2:13][CH2:12][CH:11]([O:14][C:15]2[CH:20]=[CH:19][C:18]([N:21]3[CH2:26][CH2:25][C:24]4[CH:27]=[C:28]([C:30]5[CH:35]=[CH:34][C:33]([Cl:36])=[CH:32][CH:31]=5)[S:29][C:23]=4[C:22]3=[O:37])=[CH:17][N:16]=2)[CH2:10][CH2:9]1)=O)(C)(C)C.CO.Cl.O1CCOCC1>ClCCl>[ClH:36].[Cl:36][C:33]1[CH:32]=[CH:31][C:30]([C:28]2[S:29][C:23]3[C:22](=[O:37])[N:21]([C:18]4[CH:17]=[N:16][C:15]([O:14][CH:11]5[CH2:12][CH2:13][NH:8][CH2:9][CH2:10]5)=[CH:20][CH:19]=4)[CH2:26][CH2:25][C:24]=3[CH:27]=2)=[CH:35][CH:34]=1 |f:5.6|. Reported procedure: Add 4-{5-[2-(4-chloro-phenyl)-7-oxo-4,7-dihydro-5H-thieno[2,3-c]pyridin-6-yl]-pyridin-2-yloxy}-piperidine-1-carboxylic acid tert-butyl ester (5.41 g, 10.02 mmol) to a solution of 1:1 MeOH:dichloromethane (80 mL). Then add 4M HCl in dioxane (18.53 mL, 74 mmol) and stir at RT overnight. Filter the reaction and wash with dichloromethane. Dry thoroughly to yield the title compound quantitatively. MS/ES m/z (35Cl) 440.0 [M+H]+. Reactants: C(C1=CC=CC=C1)(=O)OC1=C(C(=O)NCCCCCCCCCCC(=O)OCC)C=C(C=C1)OC(C1=CC=CC=C1)=O (ethyl 11-{N-[2,5-di(benzoyloxy)benzoyl]amino}undecanoate), compound, Cl (hydrochloric acid). The reagents and catalysts are [Pd] (palladium-on-carbon). Run in C(C)O (ethanol). The product is OC1=C(C(=O)NCCCCCCCCCCC(=O)OCC)C=C(C=C1)O (ethyl 11-[N-(2,5-dihydroxybenzoyl)amino]undecanoate). Isolated yield 67.4%. Reaction SMILES: C([O:9][C:10]1[CH:33]=[CH:32][C:31]([O:34]C(=O)C2C=CC=CC=2)=[CH:30][C:11]=1[C:12]([NH:14][CH2:15][CH2:16][CH2:17][CH2:18][CH2:19][CH2:20][CH2:21][CH2:22][CH2:23][CH2:24][C:25]([O:27][CH2:28][CH3:29])=[O:26])=[O:13])(=O)C1C=CC=CC=1.Cl>C(O)C.[Pd]>[OH:9][C:10]1[CH:33]=[CH:32][C:31]([OH:34])=[CH:30][C:11]=1[C:12]([NH:14][CH2:15][CH2:16][CH2:17][CH2:18][CH2:19][CH2:20][CH2:21][CH2:22][CH2:23][CH2:24][C:25]([O:27][CH2:28][CH3:29])=[O:26])=[O:13]. Procedure: A solution containing 3.55 g (6.5 mmol) of ethyl 11-{N-[2,5-di(benzoyloxy)benzoyl]amino}undecanoate (compound of Example 9) in 95 ml of ethanol was adjusted to a pH value of 3 by adding concentrated hydrochloric acid, and hydrogenated in the presence of 1.3 g of 10% palladium-on-carbon catalyst under environmental pressure. After filtering off the catalyst, the solution was evaporated under reduced pressure, the residue was thoroughly triturated with 10 ml petroleum ether and dried to obtain 1.6... Starting materials: ClC=1C=C(C=CC1)O (3-Chlorophenol), FC1=CC=C(C=O)C=C1 (4-fluorobenzaldehyde), C([O-])([O-])=O.[K+].[K+] (potassium carbonate). The solvent is CN(C)C=O (DMF), C(C)(=O)OCC (ethyl acetate). The product is ClC=1C=C(OC2=CC=C(C=O)C=C2)C=CC1 (4-(3-Chlorophenoxy)benzaldehyde). The yield is 95.0%. RXN SMILES: [Cl:1][C:2]1[CH:3]=[C:4]([OH:8])[CH:5]=[CH:6][CH:7]=1.F[C:10]1[CH:17]=[CH:16][C:13]([CH:14]=[O:15])=[CH:12][CH:11]=1.C(=O)([O-])[O-].[K+].[K+]>CN(C=O)C.C(OCC)(=O)C>[Cl:1][C:2]1[CH:3]=[C:4]([CH:5]=[CH:6][CH:7]=1)[O:8][C:10]1[CH:17]=[CH:16][C:13]([CH:14]=[O:15])=[CH:12][CH:11]=1 |f:2.3.4|. Reported procedure: 3-Chlorophenol (0.52 g, 4 mmol), 4-fluorobenzaldehyde (0.50 g, 4 mmol), and potassium carbonate (0.56 g, 4 mmol) were stirred in DMF (5 mL) at 80° C. for 48 hours. The reaction mixture was diluted with ethyl acetate and washed with water and brine, dried over Na2SO4, filtered and evaporated to give the title compound in 95% yield. 1H NMR (CDCl3, 300 MHz) δ 6.95-7.40 (m, 9H), 7.85-8.31 (m, 4H), 9.94 (s, 1H). MS m/e 233 (M+H)+. The reactants are CS(=O)(=O)O (methanesulfonic acid), CC1=C(C(NC(=C1)C)=O)CNC(=O)C=1C2=C(N=C(C1)NCC=C)N(N=C2)C(C)C (N-[(4,6-dimethyl-2-oxo-1,2-dihydro-3-pyridinyl)methyl]-1-(1-methylethyl)-6-(2-propen-1-ylamino)-1H-pyrazolo[3,4-b]pyridine-4-carboxamide). The reagents and catalysts are [Pd] (Pd/C). Run in C(Cl)Cl (DCM), C(C)O (ethanol). Yields the product NC=1C=C(C2=C(N1)N(N=C2)C(C)C)C(=O)NCC=2C(NC(=CC2C)C)=O (6-Amino-N-[(4,6-dimethyl-2-oxo-1,2-dihydro-3-pyridinyl)methyl]-1-(1-methylethyl)-1H-pyrazolo[3,4-b]pyridine-4-carboxamide). Reaction SMILES: [CH3:1][C:2]1[CH:7]=[C:6]([CH3:8])[NH:5][C:4](=[O:9])[C:3]=1[CH2:10][NH:11][C:12]([C:14]1[C:15]2[CH:26]=[N:25][N:24]([CH:27]([CH3:29])[CH3:28])[C:16]=2[N:17]=[C:18]([NH:20]CC=C)[CH:19]=1)=[O:13].CS(O)(=O)=O>C(O)C.C(Cl)Cl.[Pd]>[NH2:20][C:18]1[CH:19]=[C:14]([C:12]([NH:11][CH2:10][C:3]2[C:4](=[O:9])[NH:5][C:6]([CH3:8])=[CH:7][C:2]=2[CH3:1])=[O:13])[C:15]2[CH:26]=[N:25][N:24]([CH:27]([CH3:29])[CH3:28])[C:16]=2[N:17]=1. Procedure details: A mixture of 10% Pd/C (0.200 g, 0.188 mmol) and N-[(4,6-dimethyl-2-oxo-1,2-dihydro-3-pyridinyl)methyl]-1-(1-methylethyl)-6-(2-propen-1-ylamino)-1H-pyrazolo[3,4-b]pyridine-4-carboxamide (0.200 g, 0.507 mmol) was suspended in ethanol (10 mL) and stirred. Added next was methanesulfonic acid (0.033 mL, 0.507 mmol), and the stirring contents were heated at reflux for 2 h. After cooling to room temperature, the reaction mixture was diluted with DCM and filtered through Celite. The filter pad was washe... Starting materials: COC(=O)C=1C(=NC2=CC=C(C=C2C1Cl)Cl)C(C)C (4,6-dichloro-2-isopropyl-quinoline-3-carboxylic acid methyl ester), C(C)(C)C=1C=C(C=CC1)B(O)O (3-isopropylphenylboronic acid), liquid. Yields the product COC(=O)C=1C(=NC2=CC=C(C=C2C1C1=CC(=CC=C1)C(C)C)Cl)C(C)C (6-Chloro-2-isopropyl-4-(3-isopropyl-phenyl)-quinoline-3-carboxylic acid methyl ester). Reaction SMILES: [CH3:1][O:2][C:3]([C:5]1[C:6]([CH:17]([CH3:19])[CH3:18])=[N:7][C:8]2[C:13]([C:14]=1Cl)=[CH:12][C:11]([Cl:16])=[CH:10][CH:9]=2)=[O:4].[CH:20]([C:23]1[CH:24]=[C:25](B(O)O)[CH:26]=[CH:27][CH:28]=1)([CH3:22])[CH3:21]>>[CH3:1][O:2][C:3]([C:5]1[C:6]([CH:17]([CH3:19])[CH3:18])=[N:7][C:8]2[C:13]([C:14]=1[C:27]1[CH:26]=[CH:25][CH:24]=[C:23]([CH:20]([CH3:22])[CH3:21])[CH:28]=1)=[CH:12][C:11]([Cl:16])=[CH:10][CH:9]=2)=[O:4]. Reported procedure: The title compound was prepared in analogy to example 20 step C from 4,6-dichloro-2-isopropyl-quinoline-3-carboxylic acid methyl ester (200 mg, 0.67 mmol) and 3-isopropylphenylboronic acid (99 mg, 0.6 mmol). Off-white sticky liquid (90 mg, 35%). LC-MS: 382 (M+H)+.